From a dataset of the Open Reaction Database (ORD), a public repository of structured organic reaction records. describe an organic reaction: reactants, conditions, products, and yield Reaction SMILES: [C:1]([CH3:2])(=[O:3])[O:4][CH2:5][c:6]1[c:7]([F:31])[c:8]2[c:9]([c:10](=[O:26])[cH:11][c:12](-[c:14]3[cH:15][c:16]([F:25])[c:17]([NH:20][C:21]([CH2:22][Cl:23])=[O:24])[cH:18][cH:19]3)[o:13]2)[c:27]([NH2:30])[c:28]1[F:29].[CH3:37][N:38]([CH3:39])[CH:40]=[O:41].[N-:33]=[N+:34]=[N-:35].[Na+:32].[OH2:36]>>[C:1]([CH3:2])(=[O:3])[O:4][CH2:5][c:6]1[c:7]([F:31])[c:8]2[c:9]([c:10](=[O:26])[cH:11][c:12](-[c:14]3[cH:15][c:16]([F:25])[c:17]([NH:20][C:21]([CH2:22][N:33]=[N+:34]=[N-:35])=[O:24])[cH:18][cH:19]3)[o:13]2)[c:27]([NH2:30])[c:28]1[F:29]. Product: CC(=O)OCc1c(F)c(N)c2c(=O)cc(-c3ccc(NC(=O)CN=[N+]=[N-])c(F)c3)oc2c1F. Reactants: CC(=O)OCc1c(F)c(N)c2c(=O)cc(-c3ccc(NC(=O)CCl)c(F)c3)oc2c1F, CN(C)C=O, [N-]=[N+]=[N-], [Na+], O.